Dataset: the Open Reaction Database (ORD), a public repository of structured organic reaction records. Task: describe an organic reaction: reactants, conditions, products, and yield The reactants are N(=C=O)C1=CC=C(C=C1)C=1N=CC(NC1)=O (5-[4-(isocyanato)phenyl]-2(1H)-pyrazinone), C(C)(=O)NCCN (2-acetamidoethylamine). Run in CN(C=O)C (dimethylformamide). Product: C(C)(=O)NCCNC(NC1=CC=C(C=C1)C=1N=CC(NC1)=O)=O (5-[4-(3-(2-Acetamidoethyl)ureido)phenyl]-2(1H)-pyrazinone). As a reaction SMILES: [N:1]([C:4]1[CH:9]=[CH:8][C:7]([C:10]2[N:11]=[CH:12][C:13](=[O:16])[NH:14][CH:15]=2)=[CH:6][CH:5]=1)=[C:2]=[O:3].[C:17]([NH:20][CH2:21][CH2:22][NH2:23])(=[O:19])[CH3:18]>CN(C)C=O>[C:17]([NH:20][CH2:21][CH2:22][NH:23][C:2](=[O:3])[NH:1][C:4]1[CH:9]=[CH:8][C:7]([C:10]2[N:11]=[CH:12][C:13](=[O:16])[NH:14][CH:15]=2)=[CH:6][CH:5]=1)(=[O:19])[CH3:18]. Procedure details: In a manner similar to Example 13b, 5-[4-(isocyanato)phenyl]-2(1H)-pyrazinone is reacted with 2-acetamidoethylamine (1 g) in dimethylformamide (5 ml) for 17 hours at room temperature to form the title compound, m.p. 238°-44° C.; δ(DMSO-d6) 1.80 (s, 3H, COCH3), 7.94, 8.08 (2s, 2H, pyrazinone H's). Starting materials: C12CC(CC(CC1)C2)=O (bicyclo[3.2.1]octan-3-one), (HCHO)n, Cl.CNC (dimethylamine hydrochloride), Cl (HCl), CC#N (MeCN). Yields the product CN(C)CC1C2CCC(CC1=O)C2 (2-dimethylaminomethyl-bicyclo[3.2.1]octan-3-one). Isolated yield 78.7%. Reaction SMILES: [CH:1]12[CH2:8][CH:5]([CH2:6][CH2:7]1)[CH2:4][C:3](=[O:9])[CH2:2]2.Cl.[CH3:11][NH:12][CH3:13].Cl.[CH3:15]C#N>>[CH3:11][N:12]([CH2:15][CH:4]1[C:3](=[O:9])[CH2:2][CH:1]2[CH2:8][CH:5]1[CH2:6][CH2:7]2)[CH3:13] |f:1.2|. Reported procedure: Stir a mixture of bicyclo[3.2.1]octan-3-one (5.2 g, 41.9 mmol), (HCHO)n (1.51 g, 50.3 mmol), dimethylamine hydrochloride (3.42 g, 41.9 mmol) and 0.5 mL of conc. HCl in MeCN (50 mL) at 80° C. for 2 hours. After removal of the solvent under vacuum, dissolve the residue in H2O (20 mL) and wash with EtOAc (20 mL×3). Basify the aqueous solution with NaOH to pH=10. Extract the resultant aqueous mixture with EtOAc (60 mL×3). The combined organic layers are washed with brine (10 mL), dried over Na2SO4, ...